From a dataset of the Open Reaction Database (ORD), a public repository of structured organic reaction records. describe an organic reaction: reactants, conditions, products, and yield Reactants: 1.2, C([O-])([O-])=O.[K+].[K+] (potassium carbonate), BrC=1C(=CC(=C(C(=O)OC)C1)O)O (methyl 5-bromo-2,4-dihydroxybenzoate), C(C1=CC=CC=C1)Br (benzyl bromide). The solvent is C(C)#N (acetonitrile). Yields the product BrC=1C(=CC(=C(C(=O)OC)C1)OCC1=CC=CC=C1)OCC1=CC=CC=C1 (methyl 5-bromo-2,4-dibenzyloxybenzoate). As a reaction SMILES: C(=O)([O-])[O-].[K+].[K+].[Br:7][C:8]1[C:9]([OH:19])=[CH:10][C:11]([OH:18])=[C:12]([CH:17]=1)[C:13]([O:15][CH3:16])=[O:14].[CH2:20](Br)[C:21]1[CH:26]=[CH:25][CH:24]=[CH:23][CH:22]=1>C(#N)C>[Br:7][C:8]1[C:9]([O:19][CH2:13][C:12]2[CH:17]=[CH:8][CH:9]=[CH:10][CH:11]=2)=[CH:10][C:11]([O:18][CH2:20][C:21]2[CH:26]=[CH:25][CH:24]=[CH:23][CH:22]=2)=[C:12]([CH:17]=1)[C:13]([O:15][CH3:16])=[O:14] |f:0.1.2|. Reported procedure: 1.2 92.6 g of potassium carbonate are added to a solution of 80 g of methyl 5-bromo-2,4-dihydroxybenzoate in 1 l of acetonitrile, and 77 ml of benzyl bromide are added dropwise. The mixture is heated for 3 hours and cooled, the solvent is removed, and the residue is subjected to conventional work-up, giving 150 g of methyl 5-bromo-2,4-dibenzyloxybenzoate (crude product). Reactants: CCOC(=O)CSc1cnc(NC(=O)N(CC2CCCC2)c2ccc(OC(C)C)cc2)s1, CCOC(=O)CSc1cnc(N)s1, CS(=O)(=O)c1ccc(N(CC2CCCC2)C(=O)Nc2nc(CC(=O)O)cs2)cc1, CC(C)Oc1ccc(NCC2CCCC2)cc1. The product is CC(C)Oc1ccc(N(CC2CCCC2)C(=O)Nc2ncc(SCC(=O)O)s2)cc1. As a reaction SMILES: [CH2:1]([CH3:2])[O:3][C:4]([CH2:5][S:6][c:7]1[cH:8][n:9][c:10]([NH:12][C:13](=[O:14])[N:15]([CH2:16][CH:17]2[CH2:18][CH2:19][CH2:20][CH2:21]2)[c:22]2[cH:23][cH:24][c:25]([O:28][CH:29]([CH3:30])[CH3:31])[cH:26][cH:27]2)[s:11]1)=[O:32].[CH2:79]([O:80][C:81](=[O:82])[CH2:83][S:84][c:85]1[s:86][c:87]([NH2:88])[n:89][cH:90]1)[CH3:91].[CH:33]1([CH2:34][N:35]([c:36]2[cH:37][cH:38][c:39]([S:40]([CH3:41])(=[O:42])=[O:43])[cH:44][cH:45]2)[C:46](=[O:47])[NH:48][c:49]2[s:50][cH:51][c:52]([CH2:53][C:54]([OH:55])=[O:56])[n:57]2)[CH2:58][CH2:59][CH2:60][CH2:61]1.[CH:62]1([CH2:63][NH:64][c:65]2[cH:66][cH:67][c:68]([O:69][CH:70]([CH3:71])[CH3:72])[cH:73][cH:74]2)[CH2:75][CH2:76][CH2:77][CH2:78]1>>[O:3]=[C:4]([CH2:5][S:6][c:7]1[cH:8][n:9][c:10]([NH:12][C:13](=[O:14])[N:15]([CH2:16][CH:17]2[CH2:18][CH2:19][CH2:20][CH2:21]2)[c:22]2[cH:23][cH:24][c:25]([O:28][CH:29]([CH3:30])[CH3:31])[cH:26][cH:27]2)[s:11]1)[OH:32]. The reactants are COc1cccc2[nH]c(=O)[nH]c12, O=C(Cl)Oc1ccccc1, c1ccncc1. Yields the product COc1cccc2c1[nH]c(=O)n2C(=O)Oc1ccccc1. RXN SMILES: [CH3:1][O:2][c:3]1[cH:4][cH:5][cH:6][c:7]2[nH:8][c:9](=[O:12])[nH:10][c:11]12.[c:13]1([O:19][C:20](=[O:21])[Cl:22])[cH:14][cH:15][cH:16][cH:17][cH:18]1.[cH:23]1[cH:24][cH:25][n:26][cH:27][cH:28]1>>[CH3:1][O:2][c:3]1[cH:4][cH:5][cH:6][c:7]2[n:8]([C:20]([O:19][c:13]3[cH:14][cH:15][cH:16][cH:17][cH:18]3)=[O:21])[c:9](=[O:12])[nH:10][c:11]12. Reactants: C(C)(C)(C)OC(=O)N(C1=NC=CC2=CC(=CC=C12)NC(C(=O)NCC1=CC(=CC=C1)[N+](=O)[O-])C1=CC=C(C=C1)CC(C)O[Si](C)(C)C(C)(C)C)C(=O)OC(C)(C)C (2-(1-(bis(tert-butoxycarbonyl)amino)isoquinolin-6-ylamino)-2-(4-(2-(tert-butyldimethylsilyloxy)propyl)phenyl)-N-(3-nitrobenzyl)acetamide), CCCC[N+](CCCC)(CCCC)CCCC.[F-] (TBAF). Solvent: C1CCOC1 (THF). Conditions: temperature 35 celsius, time 17 hour. The product is C(C)(C)(C)OC(=O)N(C1=NC=CC2=CC(=CC=C12)NC(C(=O)NCC1=CC(=CC=C1)[N+](=O)[O-])C1=CC=C(C=C1)CC(C)O)C(=O)OC(C)(C)C (2-(1-(bis(tert-butoxycarbonyl)amino)isoquinolin-6-ylamino)-2-(4-(2-hydroxypropyl)phenyl)-N-(3-nitrobenzyl)acetamide). Yield: 25.8%. RXN SMILES: [C:1]([O:5][C:6]([N:8]([C:51]([O:53][C:54]([CH3:57])([CH3:56])[CH3:55])=[O:52])[C:9]1[C:18]2[C:13](=[CH:14][C:15]([NH:19][CH:20]([C:34]3[CH:39]=[CH:38][C:37]([CH2:40][CH:41]([O:43][Si](C(C)(C)C)(C)C)[CH3:42])=[CH:36][CH:35]=3)[C:21]([NH:23][CH2:24][C:25]3[CH:30]=[CH:29][CH:28]=[C:27]([N+:31]([O-:33])=[O:32])[CH:26]=3)=[O:22])=[CH:16][CH:17]=2)[CH:12]=[CH:11][N:10]=1)=[O:7])([CH3:4])([CH3:3])[CH3:2].CCCC[N+](CCCC)(CCCC)CCCC.[F-]>C1COCC1>[C:54]([O:53][C:51]([N:8]([C:6]([O:5][C:1]([CH3:2])([CH3:4])[CH3:3])=[O:7])[C:9]1[C:18]2[C:13](=[CH:14][C:15]([NH:19][CH:20]([C:34]3[CH:35]=[CH:36][C:37]([CH2:40][CH:41]([OH:43])[CH3:42])=[CH:38][CH:39]=3)[C:21]([NH:23][CH2:24][C:25]3[CH:30]=[CH:29][CH:28]=[C:27]([N+:31]([O-:33])=[O:32])[CH:26]=3)=[O:22])=[CH:16][CH:17]=2)[CH:12]=[CH:11][N:10]=1)=[O:52])([CH3:57])([CH3:55])[CH3:56] |f:1.2|. Reported procedure: To a solution of 77E (172 mg, 0.215 mmol) in 3 mL THF, was added a solution of TBAF (1M in THF, 1 mL, 1 mmol). The mixture was stirred at 35° C. for 17 h, then concentrated. The residue was dissolved in EtOAc, washed with water (2×) and brine, dried (Na2SO4) and concentrated. Purification by flash chromatography (0 to 100% EtOAc/hexanes) afforded 38 mg (26%) of 77F as a yellow glass. MS (ESI) m/z 686.4 (M+H)+. Reagents/catalysts: C=1C=CC(=CC1)[P](C=2C=CC=CC2)(C=3C=CC=CC3)[Pd]([P](C=4C=CC=CC4)(C=5C=CC=CC5)C=6C=CC=CC6)([P](C=7C=CC=CC7)(C=8C=CC=CC8)C=9C=CC=CC9)[P](C=1C=CC=CC1)(C=1C=CC=CC1)C=1C=CC=CC1 (Tetrakis(triphenylphosphine)palladium(0)). Reaction SMILES: C([O-])([O-])=O.[Na+].[Na+].[CH3:7][C:8]1[CH:13]=[CH:12][C:11](B(O)O)=[CH:10][CH:9]=1.[Cl:17][C:18]1[CH:23]=[CH:22][CH:21]=[CH:20][C:19]=1I>C1(C)C=CC=CC=1.CCO.CCOC(C)=O.C1C=CC([P]([Pd]([P](C2C=CC=CC=2)(C2C=CC=CC=2)C2C=CC=CC=2)([P](C2C=CC=CC=2)(C2C=CC=CC=2)C2C=CC=CC=2)[P](C2C=CC=CC=2)(C2C=CC=CC=2)C2C=CC=CC=2)(C2C=CC=CC=2)C2C=CC=CC=2)=CC=1>[CH3:7][C:8]1[CH:13]=[CH:12][C:11]([C:19]2[CH:20]=[CH:21][CH:22]=[CH:23][C:18]=2[Cl:17])=[CH:10][CH:9]=1 |f:0.1.2,^1:44,46,65,84|. Procedure: Tetrakis(triphenylphosphine)palladium(0) (637 mg, 0.551 mmol), Na2CO3 (5 mL, 1M) and 4-methylbenzene boronic acid (1.5 g, 11.0 mmol) were added to a solution of 2-chloroiodobenzene (1.315 g, 5.514 mmol) in toluene (98 mL) and EtOH (20 mL). The reaction mixture was heated at reflux for 3 h. The cooled solution was diluted with EtOAc, and the organic solution was washed with water (2×) followed by brine (1×). The organic solution was dried over MgSO4, filtered, and concentrated in vacuo. The produ... Yields the product CC1=CC=C(C=C1)C1=C(C=CC=C1)Cl (4′-methyl-2-chlorobiphenyl). Starting materials: C(=O)([O-])[O-].[Na+].[Na+] (Na2CO3), CC1=CC=C(C=C1)B(O)O (4-methylbenzene boronic acid), ClC1=C(C=CC=C1)I (2-chloroiodobenzene). Run in C1(=CC=CC=C1)C (toluene), CCO (EtOH), CCOC(=O)C (EtOAc). The yield is 96.6%.